Dataset: the Open Reaction Database (ORD), a public repository of structured organic reaction records. Task: describe an organic reaction: reactants, conditions, products, and yield The reactants are ClC1=C(C=CC=C1Cl)C=C[N+](=O)[O-] (1-(2',3'-dichlorophenyl)-2-nitroethylene), O1CCN(CC1)C=CC#N (3-morpholinoacrylonitrile), O1CCCC1 (tetrahydrofuran). The solvent is C(Cl)(Cl)Cl (CHCl3). Yields the product O1CCN(CC1)C=C(C(C[N+](=O)[O-])C1=C(C(=CC=C1)Cl)Cl)C#N (1-morpholino-2-cyano-3-(2',3'-dichlorophenyl)-4-nitro-but-1-ene). RXN SMILES: [Cl:1][C:2]1[C:7]([Cl:8])=[CH:6][CH:5]=[CH:4][C:3]=1[CH:9]=[CH:10][N+:11]([O-:13])=[O:12].[O:14]1[CH2:19][CH2:18][N:17]([CH:20]=[CH:21][C:22]#[N:23])[CH2:16][CH2:15]1.O1CCCC1>C(Cl)(Cl)Cl>[O:14]1[CH2:19][CH2:18][N:17]([CH:20]=[C:21]([C:22]#[N:23])[CH:9]([C:3]2[CH:4]=[CH:5][CH:6]=[C:7]([Cl:8])[C:2]=2[Cl:1])[CH2:10][N+:11]([O-:13])=[O:12])[CH2:16][CH2:15]1. Procedure: 5.0 g of 1-(2',3'-dichlorophenyl)-2-nitroethylene, 3.18 g of 3-morpholinoacrylonitrile and 30 ml of tetrahydrofuran (abs.) are refluxed for 24 hours, and the reaction solution is subsequently concentrated by evaporation. The resulting residue, dissolved in toluene/ethyl acetate (2:1 V/V), is chromatographed through silica gel, and from the eluate is thus obtained the finished product, m.p. 74°-77° C. IR (CHCl3) in cm-1 ; 2200 (CN), 1630 (C=C), 1560 (NO2) NMR (CDCl3) in ppm: 4.5 (m, 4H); 4.7 (m, ... The reactants are C(=O)([O-])[O-].[K+].[K+] (K2CO3), ICC (iodoethane), COC=1C=C2C(=CC=NC2=CC1)C(=O)O (6-methoxy-quinoline-4-carboxylic acid). Solvent: CN(C)C=O (DMF). Reaction conditions: temperature 55 celsius. Yields the product C(C)OC(=O)C1=CC=NC2=CC=C(C=C12)OC (6-methoxy-quinoline-4-carboxylic acid ethyl ester). Reaction SMILES: [CH3:1][O:2][C:3]1[CH:4]=[C:5]2[C:10](=[CH:11][CH:12]=1)[N:9]=[CH:8][CH:7]=[C:6]2[C:13]([OH:15])=[O:14].C([O-])([O-])=O.[K+].[K+].I[CH2:23][CH3:24]>CN(C=O)C>[CH2:23]([O:14][C:13]([C:6]1[C:5]2[C:10](=[CH:11][CH:12]=[C:3]([O:2][CH3:1])[CH:4]=2)[N:9]=[CH:8][CH:7]=1)=[O:15])[CH3:24] |f:1.2.3|. Procedure: To a suspension of 6-methoxy-quinoline-4-carboxylic acid (prepared according to U.S. Pat. No. 5,338,851; 43.8 g, 215.6 mmol) in DMF (215 mL) were added K2CO3 (99%; 60.2 g, 431.2 mmol) and iodoethane (19.4 mL, 237.2 mmol). The mixture was heated at 55° C. overnight. The solvent was evaporated to dryness, and the residue was partitioned between EA (1.5 L) and water (600 mL). The org. layer was washed twice with brine (2×300 mL), dried over Na2SO4, filtered and concentrated to dryness to yield a pu... Starting materials: CCCCCCCCCCCCCCCC(=O)Cl, Nc1cc(C(=O)c2ccccc2)ccc1N1CCOCC1. Product: CCCCCCCCCCCCCCCC(=O)Nc1cc(C(=O)c2ccccc2)ccc1N1CCOCC1. As a reaction SMILES: [C:22]([CH2:23][CH2:24][CH2:25][CH2:26][CH2:27][CH2:28][CH2:29][CH2:30][CH2:31][CH2:32][CH2:33][CH2:34][CH2:35][CH2:36][CH3:37])(=[O:38])[Cl:39].[NH2:1][c:2]1[cH:3][c:4]([C:5](=[O:6])[c:7]2[cH:8][cH:9][cH:10][cH:11][cH:12]2)[cH:13][cH:14][c:15]1[N:16]1[CH2:17][CH2:18][O:19][CH2:20][CH2:21]1>>[NH:1]([c:2]1[cH:3][c:4]([C:5](=[O:6])[c:7]2[cH:8][cH:9][cH:10][cH:11][cH:12]2)[cH:13][cH:14][c:15]1[N:16]1[CH2:17][CH2:18][O:19][CH2:20][CH2:21]1)[C:22]([CH2:23][CH2:24][CH2:25][CH2:26][CH2:27][CH2:28][CH2:29][CH2:30][CH2:31][CH2:32][CH2:33][CH2:34][CH2:35][CH2:36][CH3:37])=[O:38]. Starting materials: [H][H], Cc1cc(C(C)(C)C)cc(C)c1[N+](=O)[O-]. Yields the product Cc1cc(C(C)(C)C)cc(C)c1N. As a reaction SMILES: [H:16][H:17].[N+:1]([O-:2])(=[O:3])[c:4]1[c:5]([CH3:15])[cH:6][c:7]([C:11]([CH3:12])([CH3:13])[CH3:14])[cH:8][c:9]1[CH3:10]>>[NH2:1][c:4]1[c:5]([CH3:15])[cH:6][c:7]([C:11]([CH3:12])([CH3:13])[CH3:14])[cH:8][c:9]1[CH3:10]. Reactants: CCOC(C)=O, CCO, [Cl-], CC(C(N)=O)n1ccc2c([N+](=O)[O-])c(Cl)ccc2c1=O, [Fe], [NH4+], O. Product: CC(C(N)=O)n1ccc2c(N)c(Cl)ccc2c1=O. RXN SMILES: [CH2:28]([O:29][C:30](=[O:31])[CH3:32])[CH3:33].[CH3:21][CH2:22][OH:23].[Cl-:24].[Cl:1][c:2]1[c:3]([N+:18]([O-:19])=[O:20])[c:4]2[cH:5][cH:6][n:7]([CH:13]([C:14](=[O:15])[NH2:16])[CH3:17])[c:8](=[O:12])[c:9]2[cH:10][cH:11]1.[Fe:27].[NH4+:25].[OH2:26]>>[Cl:1][c:2]1[c:3]([NH2:18])[c:4]2[cH:5][cH:6][n:7]([CH:13]([C:14](=[O:15])[NH2:16])[CH3:17])[c:8](=[O:12])[c:9]2[cH:10][cH:11]1. Starting materials: BrCc1ccccc1, O=C(Oc1cccc([N+](=O)[O-])c1O)c1ccccc1, O=C([O-])[O-], CN(C)C=O, [K+], [K+], O. Product: O=C(Oc1cccc([N+](=O)[O-])c1OCc1ccccc1)c1ccccc1. As a reaction SMILES: [Br:26][CH2:27][c:28]1[cH:29][cH:30][cH:31][cH:32][cH:33]1.[C:1]([c:2]1[cH:3][cH:4][cH:5][cH:6][cH:7]1)(=[O:8])[O:9][c:10]1[c:11]([OH:19])[c:12]([N+:16](=[O:17])[O-:18])[cH:13][cH:14][cH:15]1.[C:20](=[O:21])([O-:22])[O-:23].[CH3:35][N:36]([CH3:37])[CH:38]=[O:39].[K+:24].[K+:25].[OH2:34]>>[C:1]([c:2]1[cH:3][cH:4][cH:5][cH:6][cH:7]1)(=[O:8])[O:9][c:10]1[c:11]([O:19][CH2:27][c:28]2[cH:29][cH:30][cH:31][cH:32][cH:33]2)[c:12]([N+:16](=[O:17])[O-:18])[cH:13][cH:14][cH:15]1. Starting materials: CC(C)(C)O, CCN=C=NCCCN(C)C, CN(C)c1ccncc1, O=C(O)c1csnc1-c1ccc(Cl)cc1, ClCCl. The product is CC(C)(C)OC(=O)c1csnc1-c1ccc(Cl)cc1. RXN SMILES: [C:16]([CH3:17])([CH3:18])([CH3:19])[OH:20].[CH3:21][CH2:22][N:23]=[C:24]=[N:25][CH2:26][CH2:27][CH2:28][N:29]([CH3:30])[CH3:31].[CH3:32][N:33]([c:34]1[cH:35][cH:36][n:37][cH:38][cH:39]1)[CH3:40].[Cl:1][c:2]1[cH:3][cH:4][c:5](-[c:8]2[n:9][s:10][cH:11][c:12]2[C:13](=[O:14])[OH:15])[cH:6][cH:7]1.[Cl:41][CH2:42][Cl:43]>>[Cl:1][c:2]1[cH:3][cH:4][c:5](-[c:8]2[n:9][s:10][cH:11][c:12]2[C:13]([O:14][C:16]([CH3:17])([CH3:18])[CH3:19])=[O:15])[cH:6][cH:7]1. Starting materials: COC(=O)C1CCCN1S(=O)(=O)CC1CCC(c2cc(F)ccc2F)(S(=O)(=O)c2ccc(Cl)cc2)CC1, [Li+], C1CCOC1, [OH-], O. Product: O=C(O)C1CCCN1S(=O)(=O)CC1CCC(c2cc(F)ccc2F)(S(=O)(=O)c2ccc(Cl)cc2)CC1. As a reaction SMILES: [CH3:1][O:2][C:3](=[O:4])[CH:5]1[N:6]([S:10](=[O:11])(=[O:12])[CH2:13][CH:14]2[CH2:15][CH2:16][C:17]([c:20]3[c:21]([F:27])[cH:22][cH:23][c:24]([F:26])[cH:25]3)([S:28](=[O:29])(=[O:30])[c:31]3[cH:32][cH:33][c:34]([Cl:37])[cH:35][cH:36]3)[CH2:18][CH2:19]2)[CH2:7][CH2:8][CH2:9]1.[Li+:38].[O:40]1[CH2:41][CH2:42][CH2:43][CH2:44]1.[OH-:39].[OH2:45]>>[O:2]=[C:3]([OH:4])[CH:5]1[N:6]([S:10](=[O:11])(=[O:12])[CH2:13][CH:14]2[CH2:15][CH2:16][C:17]([c:20]3[c:21]([F:27])[cH:22][cH:23][c:24]([F:26])[cH:25]3)([S:28](=[O:29])(=[O:30])[c:31]3[cH:32][cH:33][c:34]([Cl:37])[cH:35][cH:36]3)[CH2:18][CH2:19]2)[CH2:7][CH2:8][CH2:9]1. The reactants are [OH-].[K+] (KOH), COC=1C=C2C(=CC1OC)N3[C@@H]4[C@]25CCN6[C@H]5C[C@@H]7[C@H]4[C@H](CC3=O)OCC=C7C6 (brucine). Solvent: O (water). Reaction conditions: time 1 hour. Yields the product C1(=CC=CC=C1)CCC[C@H](C)O ((S)-5-Phenyl-2-pentanol). Yield: 20.4%. RXN SMILES: CO[C:3]1[CH:4]=[C:5]2[C@@:13]34[C@@H:17]5[CH2:18][C@H:19]6C(CN5CC3)=CCO[C@H]3CC(=O)N([C@H:12]4[C@@H:20]63)C2=[CH:7][C:8]=1[O:9]C.[OH-].[K+]>O>[C:13]1([CH2:5][CH2:4][CH2:3][C@@H:8]([OH:9])[CH3:7])[CH:17]=[CH:18][CH:19]=[CH:20][CH:12]=1 |f:1.2|. Procedure details: S-Brucine salt of the preceding Example (10.0 kg., 14.2 moles) was combined with 121 liters of toluene and 143.8 liters of water. With stirring the pH was adjusted to 1.7 by addition of about 6 liters of 3N HCl. The aqueous layer was separated and extracted with 2×37.85 liters of toluene. Brucine was precipitated from the aqueous layer by adjusting the pH to 11.5 with 50% NaOH. Recrystallization from isopropyl alcohol provides brucine suitable for reuse. The toluene layers were combined, back-wa...